This data is from the Open Reaction Database (ORD), a public repository of structured organic reaction records. The task is: describe an organic reaction: reactants, conditions, products, and yield Reactants: N1(CCC1)C(=O)C1=CC2=NC=CC(=C2S1)Cl (2-(azetidin-1-ylcarbonyl)-7-chlorothieno[3,2-b]pyridine), CNC(=O)C1=C(N(C2=CC(=CC=C12)O)C)C (6-hydroxy-1,2-dimethyl-1H-indole-3-carboxylic acid methylamide), C(=O)([O-])[O-].[Cs+].[Cs+] (Cs2CO3). Product: CNC(=O)C1C(N(C2=CC(=CC=C12)OC1=C2C(=NC=C1)C=C(S2)C(=O)N2CCC2)C)C (6-[2-(Azetidine-1-carbonyl)-thieno[3,2-b]pyridin-7-yloxy]-1,2-dimethyl-3H-indole-3-carboxylic acid methylamide). Reaction SMILES: [N:1]1([C:5]([C:7]2[S:15][C:14]3[C:9](=[N:10][CH:11]=[CH:12][C:13]=3Cl)[CH:8]=2)=[O:6])[CH2:4][CH2:3][CH2:2]1.[CH3:17][NH:18][C:19]([C:21]1[C:29]2[C:24](=[CH:25][C:26]([OH:30])=[CH:27][CH:28]=2)[N:23]([CH3:31])[C:22]=1[CH3:32])=[O:20].C([O-])([O-])=O.[Cs+].[Cs+]>>[CH3:17][NH:18][C:19]([CH:21]1[C:29]2[C:24](=[CH:25][C:26]([O:30][C:13]3[CH:12]=[CH:11][N:10]=[C:9]4[CH:8]=[C:7]([C:5]([N:1]5[CH2:4][CH2:3][CH2:2]5)=[O:6])[S:15][C:14]=34)=[CH:27][CH:28]=2)[N:23]([CH3:31])[CH:22]1[CH3:32])=[O:20] |f:2.3.4|. Procedure: This material was prepared by the reaction of 2-(azetidin-1-ylcarbonyl)-7-chlorothieno[3,2-b]pyridine 25a with 6-hydroxy-1,2-dimethyl-1H-indole-3-carbyxylic acid methylamide 16e and Cs2CO3 in a manner as previously described for example 1. 1H NMR (300 MHz, CD3OD) δ8.41 (1H, d, J=5.5 Hz), 7.80 (1H, d, J=3.20 Hz), 7.74 (1H, d, J=11.68 Hz), 7.30 (1H, s), 6.94 (1H, d, J=8.66 Hz), 6.62 (1H, d, J=5.5 Hz), 4.64-4.59 (2H, m), 4.20-4.15 (2H, m), 3.63 (3H, s), 2.85 (3H, s), 2.57 (3H, s), 2.44-2.36 (2H, m)... Starting materials: [Cl-].[NH4+] (ammonium chloride), O.C(C)O (water ethanol), C(C1=CC=CC=C1)OC=1C=CC(=C(C1)CC(=O)OC(C)C)[N+](=O)[O-] (isopropyl 5-benzyloxy-2-nitrophenylacetate). Reagents/catalysts: [Fe] (iron). The solvent is C(C)OCC (ethyl ether). Conditions: time 3 hour. The product is C(C1=CC=CC=C1)OC=1C=CC(=C(C1)CC(=O)OC(C)C)N (Isopropyl 5-benzyloxy-2-aminophenylacetate). As a reaction SMILES: [Cl-].[NH4+].O.C(O)C.[CH2:7]([O:14][C:15]1[CH:16]=[CH:17][C:18]([N+:28]([O-])=O)=[C:19]([CH2:21][C:22]([O:24][CH:25]([CH3:27])[CH3:26])=[O:23])[CH:20]=1)[C:8]1[CH:13]=[CH:12][CH:11]=[CH:10][CH:9]=1>C(OCC)C.[Fe]>[CH2:7]([O:14][C:15]1[CH:16]=[CH:17][C:18]([NH2:28])=[C:19]([CH2:21][C:22]([O:24][CH:25]([CH3:26])[CH3:27])=[O:23])[CH:20]=1)[C:8]1[CH:9]=[CH:10][CH:11]=[CH:12][CH:13]=1 |f:0.1,2.3|. Procedure: A mixture of ammonium chloride (5.63 g), a water/ethanol mixed solvent (1:1 v/v, 240 ml ) and powdery iron (29.3 g) was heated under reflux for one hour and a Soxhlet extractor containing isopropyl 5-benzyloxy-2-nitrophenylacetate was set and refluxing was continued for a further 3 hours and then allowed to stand at room temperature overnight. Insolubles were filtered off with Celite and the solvent was distilled off under reduced pressure. The residue thus obtained was dissolved in ethyl ether,... The yield is 96.3%. Reported procedure: A mixture of ethyl 7-{[(5-chloro-2-thienyl)sulfonyl]amino}-1H-indole-2-carboxylate (1.03 g), 8N aqueous sodium hydroxide solution (1.3 mL), tetrahydrofuran (5 mL) and ethanol (15 mL) was stirred at 60° C. for 2 hr. The reaction mixture was concentrated, and water was added to the residue. The mixture was acidified with 10% aqueous citric acid solution, and the resulting crystals were filtrated, washed with water, and dried to give the title compound (0.92 g, yield 90%) as colorless crystals. mel... The reactants are ClC1=CC=C(S1)S(=O)(=O)NC=1C=CC=C2C=C(NC12)C(=O)OCC (ethyl 7-{[(5-chloro-2-thienyl)sulfonyl]amino}-1H-indole-2-carboxylate), [OH-].[Na+] (sodium hydroxide), O1CCCC1 (tetrahydrofuran). Solvent: C(C)O (ethanol). Run at temperature 60 celsius, time 2 hour. As a reaction SMILES: [Cl:1][C:2]1[S:6][C:5]([S:7]([NH:10][C:11]2[CH:12]=[CH:13][CH:14]=[C:15]3[C:19]=2[NH:18][C:17]([C:20]([O:22]CC)=[O:21])=[CH:16]3)(=[O:9])=[O:8])=[CH:4][CH:3]=1.[OH-].[Na+].O1CCCC1>C(O)C>[Cl:1][C:2]1[S:6][C:5]([S:7]([NH:10][C:11]2[CH:12]=[CH:13][CH:14]=[C:15]3[C:19]=2[NH:18][C:17]([C:20]([OH:22])=[O:21])=[CH:16]3)(=[O:9])=[O:8])=[CH:4][CH:3]=1 |f:1.2|. Product: ClC1=CC=C(S1)S(=O)(=O)NC=1C=CC=C2C=C(NC12)C(=O)O (7-{[(5-Chloro-2-thienyl)sulfonyl]amino}-1H-indole-2-carboxylic acid). Reactants: O=C=NCCCCBr, Cc1ccccc1, COC(=O)c1cscc1N. Yields the product COC(=O)c1cscc1NC(=O)NCCCCBr. As a reaction SMILES: [Br:11][CH2:12][CH2:13][CH2:14][CH2:15][N:16]=[C:17]=[O:18].[CH3:19][c:20]1[cH:21][cH:22][cH:23][cH:24][cH:25]1.[NH2:1][c:2]1[c:3]([C:7](=[O:8])[O:9][CH3:10])[cH:4][s:5][cH:6]1>>[NH:1]([c:2]1[c:3]([C:7](=[O:8])[O:9][CH3:10])[cH:4][s:5][cH:6]1)[C:17]([NH:16][CH2:15][CH2:14][CH2:13][CH2:12][Br:11])=[O:18]. The reactants are COC=1C=CC2=C(C(=CO2)CC(=O)C)C1 (1-(5-methoxy-1-benzofuran-3-yl)acetone), ClC=1C=C2C=CC=NC2=C(C1)N1CCNCC1 (6-chloro-8-piperazino quinoline), C(C)(=O)O[BH-](OC(C)=O)OC(C)=O.[Na+] (sodium triacetoxyborohydride). Solvent: ClCCCl (1,2-dichloroethane), C(C)(=O)O (acetic acid). Product: ClC=1C=C2C=CC=NC2=C(C1)N1CCN(CC1)C(CC1=COC2=C1C=C(C=C2)OC)C (6-chloro-8-{4-[2-(5-methoxy-1-benzofuran-3-yl)-1-methylethyl)piperazin-1-yl]quinoline). As a reaction SMILES: [CH3:1][O:2][C:3]1[CH:4]=[CH:5][C:6]2[O:10][CH:9]=[C:8]([CH2:11][C:12]([CH3:14])=O)[C:7]=2[CH:15]=1.[Cl:16][C:17]1[CH:18]=[C:19]2[C:24](=[C:25]([N:27]3[CH2:32][CH2:31][NH:30][CH2:29][CH2:28]3)[CH:26]=1)[N:23]=[CH:22][CH:21]=[CH:20]2.C(O[BH-](OC(=O)C)OC(=O)C)(=O)C.[Na+]>ClCCCl.C(O)(=O)C>[Cl:16][C:17]1[CH:18]=[C:19]2[C:24](=[C:25]([N:27]3[CH2:32][CH2:31][N:30]([CH:12]([CH3:14])[CH2:11][C:8]4[C:7]5[CH:15]=[C:3]([O:2][CH3:1])[CH:4]=[CH:5][C:6]=5[O:10][CH:9]=4)[CH2:29][CH2:28]3)[CH:26]=1)[N:23]=[CH:22][CH:21]=[CH:20]2 |f:2.3|. Procedure details: 6-chloro-8-{4-[2-(5-methoxy-1-benzofuran-3-yl)-1-methylethyl)piperazin-1-yl]quinoline was prepared by generally following the procedure outlined in example 38, step 2, starting from the 1-(5-methoxy-1-benzofuran-3-yl)acetone (204 mg, 1. mmol) and 6-chloro-8-piperazino quinoline (247.0 mg, 1 mmol) in 1,2-dichloroethane (100 ml) and acetic acid (1 ml), sodium triacetoxyborohydride (422 mg, 2 mmol). The product was purified by silica-gel column chromatography by eluting it initially with 80% ethyl ... The reactants are COC(=O)COc1ccc(OCC=C(c2ccc(I)cc2)c2ccc(C(C)(C)C)cc2)cc1C, C#CCN(C)C, CC(C)NC(C)C, [Cu]I, C1CCOC1, Cl[Pd]Cl, c1ccc(P(c2ccccc2)c2ccccc2)cc1, c1ccc(P(c2ccccc2)c2ccccc2)cc1. The product is COC(=O)COc1ccc(OCC=C(c2ccc(C#CCN(C)C)cc2)c2ccc(C(C)(C)C)cc2)cc1C. RXN SMILES: [C:14]([CH3:15])([CH3:16])([CH3:17])[c:18]1[cH:19][cH:20][c:21]([C:24](=[CH:25][CH2:26][O:27][c:28]2[cH:29][c:30]([CH3:40])[c:31]([O:32][CH2:33][C:34](=[O:35])[O:36][CH3:37])[cH:38][cH:39]2)[c:41]2[cH:42][cH:43][c:44]([I:47])[cH:45][cH:46]2)[cH:22][cH:23]1.[CH3:1][N:2]([CH3:3])[CH2:4][C:5]#[CH:6].[CH:7]([NH:8][CH:9]([CH3:10])[CH3:11])([CH3:12])[CH3:13].[Cu:53][I:54].[O:48]1[CH2:49][CH2:50][CH2:51][CH2:52]1.[Pd:55]([Cl:56])[Cl:57].[c:58]1([P:59]([c:60]2[cH:61][cH:62][cH:63][cH:64][cH:65]2)[c:66]2[cH:67][cH:68][cH:69][cH:70][cH:71]2)[cH:72][cH:73][cH:74][cH:75][cH:76]1.[c:77]1([P:78]([c:79]2[cH:80][cH:81][cH:82][cH:83][cH:84]2)[c:85]2[cH:86][cH:87][cH:88][cH:89][cH:90]2)[cH:91][cH:92][cH:93][cH:94][cH:95]1>>[CH3:1][N:2]([CH3:3])[CH2:4][C:5]#[C:6][c:44]1[cH:43][cH:42][c:41]([C:24]([c:21]2[cH:20][cH:19][c:18]([C:14]([CH3:15])([CH3:16])[CH3:17])[cH:23][cH:22]2)=[CH:25][CH2:26][O:27][c:28]2[cH:29][c:30]([CH3:40])[c:31]([O:32][CH2:33][C:34](=[O:35])[O:36][CH3:37])[cH:38][cH:39]2)[cH:46][cH:45]1. Starting materials: ClC1=NC2=C(SC3=C1C=CC(=C3)C(=O)OC)C=CC=C2 (Methyl 11-chlorodibenzo[b,f][1,4]thiazepin-3-carboxylate), N1CCOCC1 (morpholine). Solvent: C(C)#N (acetonitrile). Product: O1CCN(CC1)C1=NC2=C(SC3=C1C=CC(=C3)C(=O)OC)C=CC=C2 (Methyl 11-Morpholinodibenzo[b,f][1,4]thiazepin-3-carboxylate). As a reaction SMILES: Cl[C:2]1[C:8]2[CH:9]=[CH:10][C:11]([C:13]([O:15][CH3:16])=[O:14])=[CH:12][C:7]=2[S:6][C:5]2[CH:17]=[CH:18][CH:19]=[CH:20][C:4]=2[N:3]=1.[NH:21]1[CH2:26][CH2:25][O:24][CH2:23][CH2:22]1>C(#N)C>[O:24]1[CH2:25][CH2:26][N:21]([C:2]2[C:8]3[CH:9]=[CH:10][C:11]([C:13]([O:15][CH3:16])=[O:14])=[CH:12][C:7]=3[S:6][C:5]3[CH:17]=[CH:18][CH:19]=[CH:20][C:4]=3[N:3]=2)[CH2:22][CH2:23]1. Procedure details: Reflux a mixture of 3.035 gm. (10 mmole) of the 11-chloro ester of Example 6, 2.61 mg. (30 mmmole) of morpholine and 30 ml. of dry acetonitrile under an argon atmosphere for 40 hours. Add 50 ml. of ice-water to the reaction mixture and extract twice with 50 ml. portions of ethyl acetate. Wash the combined extracts with 50 ml. of water and then with 50 ml. of saturated aqueous sodium chloride solution. Dry over magnesium sulfate and evaporate. Chromatograph the residue over silica gel eluting wit...